Dataset: the Open Reaction Database (ORD), a public repository of structured organic reaction records. Task: describe an organic reaction: reactants, conditions, products, and yield Starting materials: N(=[N+]=[N-])[C@H]1CN[C@@H]([C@H]([C@@H]1O)O)CO (2-Azido-1,2,5-trideoxy-1,5-imino-D-glucitol). Reagents/catalysts: [Pd] (Pd). The solvent is CO (methanol). Yields the product N[C@H]1CN[C@@H]([C@H]([C@@H]1O)O)CO (2-Amino-1,2,5-trideoxy-1,5-imino-D-glucitol). Yield: 71.7%. RXN SMILES: [N:1]([C@@H:4]1[C@@H:9]([OH:10])[C@H:8]([OH:11])[C@@H:7]([CH2:12][OH:13])[NH:6][CH2:5]1)=[N+]=[N-]>CO.[Pd]>[NH2:1][C@@H:4]1[C@@H:9]([OH:10])[C@H:8]([OH:11])[C@@H:7]([CH2:12][OH:13])[NH:6][CH2:5]1. Procedure details: To a solution of 12 (465 mg, 3.14 mmol) in methanol (50 ml) in a Parr hydrogenation flask, 10% Pd on C (50 mg) was added. The system was sealed, purged with nitrogen (5 times) and hydrogen (5 times) and then pressurized to 5 psi hydrogen. After running the reaction on a shaker for 3.5 hr, the system was vented, purged with nitrogen and filtered. The filtrate was concentrated to give pure 20 (365 mg, 91%). DSC (top) 184° C. Anal calcd. for C6H14N2O3 0.25H2O C, 43.23, H, 8.77, N, 16.81 Found C, 43... Reaction SMILES: [c:1]1([CH2:7][CH2:8][CH2:9][N:10]2[CH:11]([CH3:17])[CH:12]([CH3:16])[NH:13][CH2:14][CH2:15]2)[cH:2][cH:3][cH:4][cH:5][cH:6]1.[cH:26]1[cH:27][cH:28][cH:29][cH:30][cH:31]1.[o:18]1[c:19]([C:23](=[O:24])[Cl:25])[cH:20][cH:21][cH:22]1>>[c:1]1([CH2:7][CH2:8][CH2:9][N:10]2[CH:11]([CH3:17])[CH:12]([CH3:16])[N:13]([C:23]([c:19]3[o:18][cH:22][cH:21][cH:20]3)=[O:24])[CH2:14][CH2:15]2)[cH:2][cH:3][cH:4][cH:5][cH:6]1. Yields the product CC1C(C)N(C(=O)c2ccco2)CCN1CCCc1ccccc1. Starting materials: CC1NCCN(CCCc2ccccc2)C1C, c1ccccc1, O=C(Cl)c1ccco1. Yield: 37.1%. RXN SMILES: [F:1][C:2]1[CH:3]=[C:4]([OH:16])[CH:5]=[C:6]([C:8]2([O:14][CH3:15])[CH2:13][CH2:12][O:11][CH2:10][CH2:9]2)[CH:7]=1.Cl.[CH3:18][C:19]1[N:20]([C:24]2[CH:31]=[CH:30][C:27]([CH2:28]Cl)=[CH:26][CH:25]=2)[CH:21]=[CH:22][N:23]=1.C(=O)([O-])[O-].[K+].[K+].O>CN(C=O)C>[F:1][C:2]1[CH:3]=[C:4]([O:16][CH2:28][C:27]2[CH:26]=[CH:25][C:24]([N:20]3[CH:21]=[CH:22][N:23]=[C:19]3[CH3:18])=[CH:31][CH:30]=2)[CH:5]=[C:6]([C:8]2([O:14][CH3:15])[CH2:9][CH2:10][O:11][CH2:12][CH2:13]2)[CH:7]=1 |f:1.2,3.4.5|. Yields the product FC=1C=C(C=C(C1)C1(CCOCC1)OC)OCC1=CC=C(C=C1)N1C(=NC=C1)C (4-[5-fluoro-3-[4-(2-methylimidazol-1-yl)benzyloxy]phenyl]-4-methoxy-3,4,5,6-tetrahydro-2H-pyran). Run in CN(C)C=O (DMF). Reported procedure: A mixture of 4-(5-fluoro-3-hydroxyphenyl)-4-methoxy-3,4,5,6-tetrahydro-2H-pyran (1.4 g, 6.8 mmol), 4-(2-methylimidazol-1-yl)benzyl chloride hydrochloride (1.65 g, 6.8mmol) and potassium carbonate (7.2 g, 68 mmol) in dry DMF (10 ml) was stirred at 120° C. for 2 hours. The mixture was poured into water (100 ml) and extracted with ethyl acetate - benzene (300 ml, 2:1 v/v). The organic phase was washed with water (100 ml), brine (100 ml), dried (MgSO4) and evaporated. Purification of the residual ye... Reaction conditions: temperature 120 celsius, time 2 hour. The reactants are O (water), FC=1C=C(C=C(C1)C1(CCOCC1)OC)O (4-(5-fluoro-3-hydroxyphenyl)-4-methoxy-3,4,5,6-tetrahydro-2H-pyran), Cl.CC=1N(C=CN1)C1=CC=C(CCl)C=C1 (4-(2-methylimidazol-1-yl)benzyl chloride hydrochloride), C([O-])([O-])=O.[K+].[K+] (potassium carbonate). The reactants are CO, ClC(Cl)Cl, [Na+], [OH-], CCOC(=O)CCn1ccc2cc(-c3noc(-c4cc(-c5ccccc5)c(C(F)(F)F)s4)n3)ccc21. Yields the product O=C(O)CCn1ccc2cc(-c3noc(-c4cc(-c5ccccc5)c(C(F)(F)F)s4)n3)ccc21. Reaction SMILES: [CH3:37][OH:38].[Cl:41][CH:42]([Cl:43])[Cl:44].[Na+:40].[OH-:39].[c:1]1(-[c:7]2[cH:8][c:9](-[c:16]3[n:17][c:18](-[c:21]4[cH:22][c:23]5[cH:24][cH:25][n:26]([CH2:30][CH2:31][C:32](=[O:33])[O:34][CH2:35][CH3:36])[c:27]5[cH:28][cH:29]4)[n:19][o:20]3)[s:10][c:11]2[C:12]([F:13])([F:14])[F:15])[cH:2][cH:3][cH:4][cH:5][cH:6]1>>[c:1]1(-[c:7]2[cH:8][c:9](-[c:16]3[n:17][c:18](-[c:21]4[cH:22][c:23]5[cH:24][cH:25][n:26]([CH2:30][CH2:31][C:32](=[O:33])[OH:34])[c:27]5[cH:28][cH:29]4)[n:19][o:20]3)[s:10][c:11]2[C:12]([F:13])([F:14])[F:15])[cH:2][cH:3][cH:4][cH:5][cH:6]1. The reactants are C(C1=CC=CC=C1)OC=1C=C(C=CC1)C1=NN2C(N=C(C(=C2Cl)C(C(=O)OC)O)C)=C1 (methyl 2-(2-(3-(benzyloxy)phenyl)-7-chloro-5-methylpyrazolo[1,5-a]pyrimidin-6-yl)-2-hydroxyacetate), C(Cl)Cl (CH2Cl2), Cl(=O)(=O)(=O)O (perchloric acid). Solvent: C(C)(=O)OC(C)(C)C (tert-butyl acetate). Reaction conditions: time 2 hour. The product is C(C1=CC=CC=C1)OC=1C=C(C=CC1)C1=NN2C(N=C(C(=C2Cl)C(C(=O)OC)OC(C)(C)C)C)=C1 (Methyl 2-(2-(3-(benzyloxy)phenyl)-7-chloro-5-methylpyrazolo[1,5-a]pyrimidin-6-yl)-2-(tert-butoxy)acetate). Yield: 92.0%. As a reaction SMILES: [CH2:1]([O:8][C:9]1[CH:10]=[C:11]([C:15]2[CH:31]=[C:18]3[N:19]=[C:20]([CH3:30])[C:21]([CH:24]([OH:29])[C:25]([O:27][CH3:28])=[O:26])=[C:22]([Cl:23])[N:17]3[N:16]=2)[CH:12]=[CH:13][CH:14]=1)[C:2]1[CH:7]=[CH:6][CH:5]=[CH:4][CH:3]=1.C(Cl)Cl.Cl(O)(=O)(=O)=O>C(OC(C)(C)C)(=O)C>[CH2:1]([O:8][C:9]1[CH:10]=[C:11]([C:15]2[CH:31]=[C:18]3[N:19]=[C:20]([CH3:30])[C:21]([CH:24]([O:29][C:2]([CH3:7])([CH3:3])[CH3:1])[C:25]([O:27][CH3:28])=[O:26])=[C:22]([Cl:23])[N:17]3[N:16]=2)[CH:12]=[CH:13][CH:14]=1)[C:2]1[CH:3]=[CH:4][CH:5]=[CH:6][CH:7]=1. Procedure: To a suspension of methyl 2-(2-(3-(benzyloxy)phenyl)-7-chloro-5-methylpyrazolo[1,5-a]pyrimidin-6-yl)-2-hydroxyacetate. (80 mg, 0.18 mmol) in tert-butyl acetate (5 mL) at room temperature was added CH2Cl2 (10 mL) followed by perchloric acid (27 mg, 0.26 mmol). The reaction mixture was stirred for 2 h at room temperature. The reaction mixture was quenched with water and diluted with ethyl acetate. The organic phase was washed with saturated NaHCO3 and dried over sodium sulfate. The solvent was eva... The reactants are NC=1C(=CC2=C(OCO2)C1)C=O (6-amino-1,3-benzodioxole 5-carbaldehyde), COC1=C(C=CC=C1)CCC#N (3-(2-methoxyphenyl)propionitrile). Product: COC1=C(CC=2C(=NC=3C=C4C(=CC3C2)OCO4)N)C=CC=C1 (7-(2-Methoxybenzyl)[1.3]dioxolo[4.5-g]quinolin-6-amine). Reaction SMILES: [NH2:1][C:2]1[C:3]([CH:11]=O)=[CH:4][C:5]2[O:9][CH2:8][O:7][C:6]=2[CH:10]=1.[CH3:13][O:14][C:15]1[CH:20]=[CH:19][CH:18]=[CH:17][C:16]=1[CH2:21][CH2:22][C:23]#[N:24]>>[CH3:13][O:14][C:15]1[CH:20]=[CH:19][CH:18]=[CH:17][C:16]=1[CH2:21][C:22]1[C:23]([NH2:24])=[N:1][C:2]2[CH:10]=[C:6]3[O:7][CH2:8][O:9][C:5]3=[CH:4][C:3]=2[CH:11]=1. Reported procedure: The title compound was synthesized according to EXAMPLE 11 from 6-amino-1,3-benzodioxole 5-carbaldehyde and 3-(2-methoxyphenyl)propionitrile. The reactants are BrCCC(CC(=O)NNC(=O)OC(C)(C)C)C1=CC(=CC=C1)C(F)(F)F (tert-Butyl N′-[5-bromo-3-(3-trifluoromethylphenyl)pentanoyl]hydrazinecarboxylate), FC(C(=O)O)(F)F (trifluoroacetic acid). Solvent: C(Cl)Cl (methylene chloride). Reaction conditions: time 2 hour. Yields the product BrCCC(CC(=O)NN)C1=CC(=CC=C1)C(F)(F)F (5-bromo-3-(3-trifluoromethylphenyl)pentanoic acid hydrazide). RXN SMILES: [Br:1][CH2:2][CH2:3][CH:4]([C:17]1[CH:22]=[CH:21][CH:20]=[C:19]([C:23]([F:26])([F:25])[F:24])[CH:18]=1)[CH2:5][C:6]([NH:8][NH:9]C(OC(C)(C)C)=O)=[O:7].FC(F)(F)C(O)=O>C(Cl)Cl>[Br:1][CH2:2][CH2:3][CH:4]([C:17]1[CH:22]=[CH:21][CH:20]=[C:19]([C:23]([F:24])([F:25])[F:26])[CH:18]=1)[CH2:5][C:6]([NH:8][NH2:9])=[O:7]. Reported procedure: tert-Butyl N′-[5-bromo-3-(3-trifluoromethylphenyl)pentanoyl]hydrazinecarboxylate (1.6 g) was dissolved in methylene chloride (8 mL), and trifluoroacetic acid (10 mL) was added at 0° C. The mixture was stirred at room temperature for two hours and then concentrated under reduced pressure. The resulting oil was diluted with ethyl acetate, and then washed with 1 N sodium hydroxide aqueous solution and brine and dried over magnesium sulfate. The oil after concentration under reduced pressure (990 mg...